Task: describe an organic reaction: reactants, conditions, products, and yield. Dataset: the Open Reaction Database (ORD), a public repository of structured organic reaction records Starting materials: C(=O)(OCC)C1=C(SC=2CN(CCC21)C)N=C(C)OCC (ethyl N-(3-carboethoxy-6-methyl-4,5,6,7-tetrahydrothieno[2,3-c]pyridin-2-yl)ethanimidate), NCCN1CCN(CC1)C1=C(C=CC=C1)OC (1-(2-aminoethyl)-4-(2-methoxyphenyl)piperazine). Solvent: C(C)O (ethanol). Product: CC=1N(C(C2=C(N1)SC1=C2CCN(C1)C)=O)CCN1CCN(CC1)C1=C(C=CC=C1)OC (3,4,5,6,7,8-Hexahydro-2,7-dimethyl-3-[2-(4-(2-methoxyphenyl)-1-piperazinyl)-ethyl]-pyrido[4′,3′:4,5]thieno[2,3-d]pyrimidin-4-one). Isolated yield 28.4%. Reaction SMILES: [C:1]([C:6]1[C:14]2[CH2:13][CH2:12][N:11]([CH3:15])[CH2:10][C:9]=2[S:8][C:7]=1[N:16]=[C:17](OCC)[CH3:18])([O:3]CC)=O.[NH2:22][CH2:23][CH2:24][N:25]1[CH2:30][CH2:29][N:28]([C:31]2[CH:36]=[CH:35][CH:34]=[CH:33][C:32]=2[O:37][CH3:38])[CH2:27][CH2:26]1>C(O)C>[CH3:18][C:17]1[N:22]([CH2:23][CH2:24][N:25]2[CH2:26][CH2:27][N:28]([C:31]3[CH:36]=[CH:35][CH:34]=[CH:33][C:32]=3[O:37][CH3:38])[CH2:29][CH2:30]2)[C:1](=[O:3])[C:6]2[C:14]3[CH2:13][CH2:12][N:11]([CH3:15])[CH2:10][C:9]=3[S:8][C:7]=2[N:16]=1. Reported procedure: 1.9 g (6.2 mmol) of ethyl N-(3-carboethoxy-6-methyl-4,5,6,7-tetrahydrothieno[2,3-c]pyridin-2-yl)ethanimidate in 30 ml of ethanol were mixed with 1.5 g (6.2 mmol) of 1-(2-aminoethyl)-4-(2-methoxyphenyl)piperazine and refluxed for 7 h. The mixture was then concentrated in a rotary evaporator, and the residue was taken up in 20 ml of ethyl acetate. 2.1 g of crude product crystallized out overnight and were filtered off with suction and purified by column chromatography (silica gel, mobile phase met... Starting materials: O=C(n1ccnc1)n1ccnc1, C1CCOC1, C#CC(O)(c1cc(Cl)ccc1N)C(F)(F)F. Yields the product C#CC1(C(F)(F)F)OC(=O)Nc2ccc(Cl)cc21. RXN SMILES: [C:17](=[O:18])([n:19]1[cH:20][cH:21][n:22][cH:23]1)[n:24]1[cH:25][cH:26][n:27][cH:28]1.[CH2:29]1[O:30][CH2:31][CH2:32][CH2:33]1.[NH2:1][c:2]1[c:3]([C:9]([C:10]([F:11])([F:12])[F:13])([C:14]#[CH:15])[OH:16])[cH:4][c:5]([Cl:8])[cH:6][cH:7]1>>[NH:1]1[c:2]2[c:3]([cH:4][c:5]([Cl:8])[cH:6][cH:7]2)[C:9]([C:10]([F:11])([F:12])[F:13])([C:14]#[CH:15])[O:16][C:17]1=[O:18]. Reaction SMILES: [C:15]([CH3:16])([CH3:17])([CH3:18])[CH:19]([OH:20])[C:21]([CH3:22])([CH3:23])[CH3:24].[C:1](=[O:2])([O:3][CH2:4][c:5]1[cH:6][cH:7][cH:8][cH:9][cH:10]1)[N:11]1[CH:12]([CH3:14])[CH2:13]1.[Cl:30][CH2:31][Cl:32].[Na+:29].[O-:25][C:26]([OH:27])=[O:28]>>[C:1](=[O:2])([O:3][CH2:4][c:5]1[cH:6][cH:7][cH:8][cH:9][cH:10]1)[NH:11][CH:12]([CH2:13][O:20][CH:19]([C:15]([CH3:16])([CH3:17])[CH3:18])[C:21]([CH3:22])([CH3:23])[CH3:24])[CH3:14]. Starting materials: CC(C)(C)C(O)C(C)(C)C, CC1CN1C(=O)OCc1ccccc1, ClCCl, [Na+], O=C([O-])O. The product is CC(COC(C(C)(C)C)C(C)(C)C)NC(=O)OCc1ccccc1. The reactants are CC(C)(C)c1csc(-c2cc3cc(CO)ccc3o2)n1, O=C([O-])O, ClCCl, [Na+], O=S(Cl)Cl. Product: CC(C)(C)c1csc(-c2cc3cc(CCl)ccc3o2)n1. RXN SMILES: [C:1]([CH3:2])([CH3:3])([CH3:4])[c:5]1[n:6][c:7](-[c:10]2[o:11][c:12]3[c:13]([cH:14]2)[cH:15][c:16]([CH2:19][OH:20])[cH:17][cH:18]3)[s:8][cH:9]1.[C:25](=[O:26])([O-:27])[OH:28].[Cl:30][CH2:31][Cl:32].[Na+:29].[S:21]([Cl:22])([Cl:23])=[O:24]>>[C:1]([CH3:2])([CH3:3])([CH3:4])[c:5]1[n:6][c:7](-[c:10]2[o:11][c:12]3[c:13]([cH:14]2)[cH:15][c:16]([CH2:19][Cl:23])[cH:17][cH:18]3)[s:8][cH:9]1. The reactants are CN(C)C=O (DMF), C(C)(C)(C)OC(=O)N1CC=2NC3=CC=CC=C3C2CC1 (2-t-butoxycarbonyl-2,3,4,9-tetrahydro-1H-pyrido[3,4-b]indole), [H-].[Na+] (sodium hydride), C(C=C)Br (allyl bromide). Run in C(C)(=O)OCC (ethyl acetate). Conditions: temperature -60 celsius, time 1 hour. The product is C(C)(C)(C)OC(=O)N1CC=2N(C3=CC=CC=C3C2CC1)CC=C (2-t-Butoxycarbonyl-9-allyl-2,3,4,9-tetrahydro-1H-pyrido[3,4-b]indole). The yield is 85.2%. RXN SMILES: CN(C=O)C.[C:6]([O:10][C:11]([N:13]1[CH2:25][CH2:24][C:23]2[C:22]3[C:17](=[CH:18][CH:19]=[CH:20][CH:21]=3)[NH:16][C:15]=2[CH2:14]1)=[O:12])([CH3:9])([CH3:8])[CH3:7].[H-].[Na+].[CH2:28](Br)[CH:29]=[CH2:30]>C(OCC)(=O)C>[C:6]([O:10][C:11]([N:13]1[CH2:25][CH2:24][C:23]2[C:22]3[C:17](=[CH:18][CH:19]=[CH:20][CH:21]=3)[N:16]([CH2:30][CH:29]=[CH2:28])[C:15]=2[CH2:14]1)=[O:12])([CH3:9])([CH3:7])[CH3:8] |f:2.3|. Procedure details: Anhydrous DMF solution (10 ml) of 2-t-butoxycarbonyl-2,3,4,9-tetrahydro-1H-pyrido[3,4-b]indole (4.40 g, 16.2 mmol) was mixed with 60% sodium hydride (700 mg, 10 mmol) and stirred at roam temperature for 1 hour. The reaction solution was cooled to −60° C., mixed with allyl bromide (2.18 g, 18 mmol) and then returned to room temperature by further stirring for 1 hour. The reaction solution was mixed with ethyl acetate (150 ml), washed with water and dried with anhydrous sodium sulfate, and then th... The reactants are C(C(C)C)OC(=O)N(S(=O)(=O)C=1C(=NC=CC1)C1=CC=C(C=C1)C(=O)OC)C1=NC=C(N=C1OC)C (N-(isobutoxycarbonyl)-2-(4-methoxycarbonylphenyl)-N-(3-methoxy-5-methylpyrazin-2-yl)pyridine-3-sulphonamide), C[O-].[Na+] (sodium methoxide). Solvent: CO (methanol). Product: COC(=O)C1=CC=C(C=C1)C1=NC=CC=C1S(=O)(=O)NC1=NC=C(N=C1OC)C (2-(4-methoxycarbonylphenyl)-N-(3-methoxy-5-methylpyrazin-2-yl)pyridine-3-sulphonamide). The yield is 28.4%. Reaction SMILES: C(OC([N:8]([C:28]1[C:33]([O:34][CH3:35])=[N:32][C:31]([CH3:36])=[CH:30][N:29]=1)[S:9]([C:12]1[C:13]([C:18]2[CH:23]=[CH:22][C:21]([C:24]([O:26][CH3:27])=[O:25])=[CH:20][CH:19]=2)=[N:14][CH:15]=[CH:16][CH:17]=1)(=[O:11])=[O:10])=O)C(C)C.C[O-].[Na+]>CO>[CH3:27][O:26][C:24]([C:21]1[CH:20]=[CH:19][C:18]([C:13]2[C:12]([S:9]([NH:8][C:28]3[C:33]([O:34][CH3:35])=[N:32][C:31]([CH3:36])=[CH:30][N:29]=3)(=[O:10])=[O:11])=[CH:17][CH:16]=[CH:15][N:14]=2)=[CH:23][CH:22]=1)=[O:25] |f:1.2|. Procedure: A solution of N-(isobutoxycarbonyl)-2-(4-methoxycarbonylphenyl)-N-(3-methoxy-5-methylpyrazin-2-yl)pyridine-3-sulphonamide (830 mg) and sodium methoxide (433 mg) in methanol (25 ml) was heated under reflux for 1 hour. Volatile material was removed by evaporation and saturated ammonium chloride solution (20 ml) was added to the residue. The mixture was extracted with ethyl acetate (2×20 ml) and the extracts were washed with water (2×15 ml) and dried (MgSO4). The solvent was removed by evaporation ...